Dataset: the Open Reaction Database (ORD), a public repository of structured organic reaction records. Task: describe an organic reaction: reactants, conditions, products, and yield The reactants are N1([C@@H](CCC1=O)C(=O)N1[C@H](C(=O)NCC(=O)O)CCC1)C(=O)OCC1=CC=CC=C1 (Z-Glp-Pro-Gly-OH), [H][H] (hydrogen), [NH4+].[OH-] (NH4OH), peptide. The reagents and catalysts are [Pd] (Pd/C). Run in CC(=O)N(C)C (DMA). Conditions: temperature 25 celsius, time 3 hour. The product is N[C@@H](CCC(N)=O)C(=O)N1[C@H](C(=O)NCC(=O)O)CCC1 (H-Gln-Pro-Gly-OH). As a reaction SMILES: [N:1]1(C(OCC2C=CC=CC=2)=O)[C:5](=[O:6])[CH2:4][CH2:3][C@H:2]1[C:7]([N:9]1[CH2:20][CH2:19][CH2:18][C@H:10]1[C:11]([NH:13][CH2:14][C:15]([OH:17])=[O:16])=[O:12])=[O:8].[NH4+:31].[OH-].[H][H]>CC(N(C)C)=O.[Pd]>[NH2:31][C@H:2]([C:7]([N:9]1[CH2:20][CH2:19][CH2:18][C@H:10]1[C:11]([NH:13][CH2:14][C:15]([OH:17])=[O:16])=[O:12])=[O:8])[CH2:3][CH2:4][C:5](=[O:6])[NH2:1] |f:1.2|. Procedure: Z-Glp-Pro-Gly-OH (1 eq.) was dissolved under stirring in DMA at 25° C. and NH4OH 25% (6 eq.) was added in such way that the temperature did not rise above 30° C. The mixture was stirred for at least 4 h at 25° C. The solution was concentrated under vacuum till the pH was ≦3. The concentrate was diluted with a NaCl aqueous solution and the pH was adjusted to 2.5 with a solution of KHSO4. The resulting aqueous solution was washed twice with IPE and then extracted three times with n-BuOH at 25° C. ... The reactants are OCC1=C(N=C(N1)CCC)N1C(=CC=C1C)C (5-(hydroxy methyl)-2-propyl-4-(2,5-dimethyl-1H-pyrrol-1-yl)imidazole). Reagents/catalysts: O=[Mn]=O (MnO2). Solvent: C1CCOC1 (THF). Yields the product CC=1N(C(=CC1)C)C=1N=C(NC1C=O)CCC (4-(2,5-dimethyl-1H-pyrrol 1-yl)-2-propylimidazole-5-carboxaldehyde). The yield is 74.8%. RXN SMILES: [OH:1][CH2:2][C:3]1[NH:7][C:6]([CH2:8][CH2:9][CH3:10])=[N:5][C:4]=1[N:11]1[C:15]([CH3:16])=[CH:14][CH:13]=[C:12]1[CH3:17]>C1COCC1.O=[Mn]=O>[CH3:17][C:12]1[N:11]([C:4]2[N:5]=[C:6]([CH2:8][CH2:9][CH3:10])[NH:7][C:3]=2[CH:2]=[O:1])[C:15]([CH3:16])=[CH:14][CH:13]=1. Procedure details: To a solution of 5-(hydroxy-methyl)-2-propyl-4-(2,5-dimethyl-1H-pyrrol-1-yl)imidazole (Example 48, 6.0 g, 0.026 mol) in dry THF (125 mL) was added MnO2 (11.2 g, 0.13 mol) and the reaction mixture refluxed for 4 hours under an atmosphere of nitrogen. The reaction mixture was cooled, filtered through celite, and the resulting filtrate evaporated under reduced pressure. Purification by flash chromatography (silica; 2:1 hexane ethyl acetate) gave the title compound 4-(2,5-dimethyl-1H-pyrrol 1-yl)-2-... Reactants: Cc1ccccc1, Cc1cc(C(=O)O)c(C)n1-c1ccc(F)cc1C(F)(F)F, CN(C)C=O, O=S(Cl)Cl. Yields the product Cc1cc(C(=O)Cl)c(C)n1-c1ccc(F)cc1C(F)(F)F. As a reaction SMILES: [CH3:22][c:23]1[cH:24][cH:25][cH:26][cH:27][cH:28]1.[F:1][c:2]1[cH:3][c:4]([C:18]([F:19])([F:20])[F:21])[c:5](-[n:8]2[c:9]([CH3:17])[c:10]([C:14](=[O:15])[OH:16])[cH:11][c:12]2[CH3:13])[cH:6][cH:7]1.[O:33]=[CH:34][N:35]([CH3:36])[CH3:37].[S:29]([Cl:30])([Cl:31])=[O:32]>>[F:1][c:2]1[cH:3][c:4]([C:18]([F:19])([F:20])[F:21])[c:5](-[n:8]2[c:9]([CH3:17])[c:10]([C:14](=[O:15])[Cl:31])[cH:11][c:12]2[CH3:13])[cH:6][cH:7]1. Reactants: [OH-].[K+] (potassium hydroxide), C(C)(C)(C)N=NC(C)(CC(C)(OOC(C)(C)C)C)Cl (2-(t-butylazo)-2-chloro-4-methyl-4-(t-butylperoxy)pentane), CO (methanol), C(C)(C)(C)C1=CC=C(C=C1)S (p-t-butylthiophenol). The solvent is O (water). Reaction conditions: time 30 minute. Yields the product C(C)(C)(C)N=NC(C)(CC(C)(OOC(C)(C)C)C)SC1=CC=C(C=C1)C(C)(C)C (2-(t-butylazo)-2-(p-t-butylthiophenoxy)-4-methyl-4-(t-butylperoxy)pentane). Yield: 72.0%. RXN SMILES: [OH-].[K+].CO.[C:5]([C:9]1[CH:14]=[CH:13][C:12]([SH:15])=[CH:11][CH:10]=1)([CH3:8])([CH3:7])[CH3:6].[C:16]([N:20]=[N:21][C:22](Cl)([CH2:24][C:25]([CH3:33])([O:27][O:28][C:29]([CH3:32])([CH3:31])[CH3:30])[CH3:26])[CH3:23])([CH3:19])([CH3:18])[CH3:17]>O>[C:16]([N:20]=[N:21][C:22]([S:15][C:12]1[CH:11]=[CH:10][C:9]([C:5]([CH3:8])([CH3:6])[CH3:7])=[CH:14][CH:13]=1)([CH2:24][C:25]([CH3:26])([O:27][O:28][C:29]([CH3:32])([CH3:31])[CH3:30])[CH3:33])[CH3:23])([CH3:19])([CH3:18])[CH3:17] |f:0.1|. Procedure details: To a stirred solution of 1.38 g (0.021 moles) of 85% potassium hydroxide in 25 ml. of methanol in a 125 ml. erlenmeyer flask was added dropwise 3.66 grams (0.022 moles) of p-t-butylthiophenol. The reaction was stirred an additional 30 minutes and then 6.0 grams (0.0205 moles) of 2-(t-butylazo)-2-chloro-4-methyl-4-(t-butylperoxy)pentane from Example 23 was added dropwise over 30 minutes, holding the reaction temperature at 15° C with a cold water bath. The reaction was stirred an additional hour ... The reactants are C(CCC)[Li] (n-butyllithium), P(=O)(OCC)(OCC)Cl (diethyl chlorophosphate), C(C(=O)O)(=O)O (oxalic acid), O=C1CCC(CC1)C(=O)OC (methyl 4-oxocyclohexanecarboxylate), C(C)(C)(C)N=CC (acetaldehyde t-butylimine), C(C)(C)NC(C)C (diisopropylamine). Run in CCCCCC (hexane), C1(=CC=CC=C1)C (toluene), O (water), O1CCCC1 (tetrahydrofuran), O1CCCC1 (tetrahydrofuran). Reaction conditions: temperature 3 celsius, time 15 minute. Yields the product O=CC=C1CCC(CC1)C(=O)OC (methyl 4-(oxoethylidene)cyclohexanecarboxylate). The yield is 55.8%. As a reaction SMILES: C(NC(C)C)(C)C.C([Li])CCC.C(N=CC)(C)(C)C.P(Cl)(OCC)([O:22][CH2:23][CH3:24])=O.O=[C:30]1[CH2:35][CH2:34][CH:33]([C:36]([O:38][CH3:39])=[O:37])[CH2:32][CH2:31]1.C(O)(=O)C(O)=O>CCCCCC.O1CCCC1.C1(C)C=CC=CC=1.O>[O:22]=[CH:23][CH:24]=[C:30]1[CH2:35][CH2:34][CH:33]([C:36]([O:38][CH3:39])=[O:37])[CH2:32][CH2:31]1. Procedure details: A mixture of 729 ml of dry tetrahydrofuran and 76.4 ml of dry diisopropylamine was cooled to 3° C. with an ice-water bath. Then 340.6 ml of n-butyllithium in hexane was added dropwise over 45 minutes, followed by an additional 15 minutes of stirring. The solution was then cooled to -75° C. and 26.9 g of acetaldehyde t-butylimine was added dropwise with a syringe over 20 minutes, followed by an additional 30 minutes of stirring. With the temperature still at -75° C., 47.0 g of diethyl chlorophosp... The reactants are NC1C(CCCC1)N (1,2-diaminocyclohexane), C(C=C)#N (acrylonitrile), C(C=C)#N (acrylonitrile). The product is C(#N)CCNC1C(CCCC1)N (N-(2-Cyanoethyl)-1,2-cyclohexanediamine). Reaction SMILES: [NH2:1][CH:2]1[CH2:7][CH2:6][CH2:5][CH2:4][CH:3]1[NH2:8].[C:9](#[N:12])[CH:10]=[CH2:11]>>[C:9]([CH2:10][CH2:11][NH:1][CH:2]1[CH2:7][CH2:6][CH2:5][CH2:4][CH:3]1[NH2:8])#[N:12]. Reported procedure: 1,2-diaminocyclohexane (1) is cyanoethylated with acrylonitrile in the presence of an acid catalyst (Equation 1) with one mole ##STR17## of acrylonitrile the monocyanoethylated product, N-(2-Cyanoethyl)-1,2-cyclohexanediamine, (2), is formed, two moles of acrylonitrile react to give the dicyanoethylated product, N,N'-di-(2-cyanoethyl)-1,2-diaminocyclohexane, (3). The yield is 0.2%. Starting materials: N1C(=NC2=C1C=CC=C2)C(=O)C2=CC=C(C=C2)OC2=NC=CC=C2Br ((1H-benzo[d]imidazol-2-yl)(4-(3-bromopyridin-2-yloxy)phenyl)methanone), CC1(OB(OC1(C)C)C=1CCCN(C1)C(C)=O)C (1-(5-(4,4,5,5-tetramethyl-1,3,2-dioxaborolan-2-yl)-3,4-dihydropyridin-1(2H)-yl)ethanone), C(C)(=O)[O-].[K+] (potassium acetate), O1CCOCC1 (dioxane). Run in O (H2O). Run at temperature 80 celsius, time 16 hour. Procedure: To a degassed solution of (1H-benzo[d]imidazol-2-yl)(4-(3-bromopyridin-2-yloxy)phenyl)methanone (706 mg, 1.791 mmol), 1-(5-(4,4,5,5-tetramethyl-1,3,2-dioxaborolan-2-yl)-3,4-dihydropyridin-1(2H)-yl)ethanone (0.5 g, 1.991 mmol), potassium acetate (1.5 g, 15.28 mmol), and dioxane (10 mL) was added A-Phos (140 mg, 0.198 mmol). The solution was stirred at 80° C. After 16 hours, the reaction was allowed to cool to room temperature, diluted with H2O (10 mL), and the aqueous layer extracted with DCM (5 ... The product is N1C(=NC2=C1C=CC=C2)C(=O)C2=CC=C(OC1=NC=CC=C1C=1CCCN(C1)C(C)=O)C=C2 (1-(5-(2-(4-(1H-benzo[d]imidazole-2-carbonyl)phenoxy)pyridin-3-yl)-3,4-dihydropyridin-1(2H)-yl)ethanone). RXN SMILES: [NH:1]1[C:5]2[CH:6]=[CH:7][CH:8]=[CH:9][C:4]=2[N:3]=[C:2]1[C:10]([C:12]1[CH:17]=[CH:16][C:15]([O:18][C:19]2[C:24](Br)=[CH:23][CH:22]=[CH:21][N:20]=2)=[CH:14][CH:13]=1)=[O:11].CC1(C)C(C)(C)OB([C:34]2[CH2:35][CH2:36][CH2:37][N:38]([C:40](=[O:42])[CH3:41])[CH:39]=2)O1.C([O-])(=O)C.[K+].O1CCOCC1>O>[NH:1]1[C:5]2[CH:6]=[CH:7][CH:8]=[CH:9][C:4]=2[N:3]=[C:2]1[C:10]([C:12]1[CH:17]=[CH:16][C:15]([O:18][C:19]2[C:24]([C:36]3[CH2:35][CH2:34][CH2:39][N:38]([C:40](=[O:42])[CH3:41])[CH:37]=3)=[CH:23][CH:22]=[CH:21][N:20]=2)=[CH:14][CH:13]=1)=[O:11] |f:2.3|.